describe an organic reaction: reactants, conditions, products, and yield From a dataset of the Open Reaction Database (ORD), a public repository of structured organic reaction records. Reactants: quioline-8-sulfonyl chloride, COC=1C=C(C=CC1OC)C=1C=C2C(=NC1)NC=C2 (5-(3,4-Dimethoxy-phenyl)-1H-pyrrolo-[2,3-b]pyridine), C1(=CC=CC=C1)S(=O)(=O)Cl (benzene sulfonyl chloride). Yields the product C1(=CC=CC=C1)S(=O)(=O)N1C=CC=2C1=NC=C(C2)C2=CC(=C(C=C2)OC)OC (1-Benzenesulfonyl-5-(3,4-dimethoxy-phenyl)-1H-pyrrolo[2,3-b]pyridine). RXN SMILES: [CH3:1][O:2][C:3]1[CH:4]=[C:5]([C:11]2[CH:12]=[C:13]3[CH:19]=[CH:18][NH:17][C:14]3=[N:15][CH:16]=2)[CH:6]=[CH:7][C:8]=1[O:9][CH3:10].[C:20]1([S:26](Cl)(=[O:28])=[O:27])[CH:25]=[CH:24][CH:23]=[CH:22][CH:21]=1>>[C:20]1([S:26]([N:17]2[C:14]3=[N:15][CH:16]=[C:11]([C:5]4[CH:6]=[CH:7][C:8]([O:9][CH3:10])=[C:3]([O:2][CH3:1])[CH:4]=4)[CH:12]=[C:13]3[CH:19]=[CH:18]2)(=[O:28])=[O:27])[CH:25]=[CH:24][CH:23]=[CH:22][CH:21]=1. Reported procedure: 1-Benzenesulfonyl-5-(3,4-dimethoxy-phenyl)-1H-pyrrolo[2,3-b]pyridine 132 was prepared using the same protocol as described in Example 9, substituting 3-(3,4-Dimethoxy-phenyl)-1H-pyrrolo-[2,3-b]pyridine and quioline-8-sulfonyl chloride with 5-(3,4-Dimethoxy-phenyl)-1H-pyrrolo-[2,3-b]pyridine and benzene sulfonyl chloride respectively. MS(ESI) [M+H+]+=395.20 The reactants are ClC1=CC=C(C=C1)C1=CC(=C(C=C1)C(F)(F)F)C=C1C(C(OC1(C)C)(C)C)=O (4-[1-(4′-chloro-4-trifluoromethylbiphenyl-3-yl)methylidene]-2,2,5,5-tetramethyldihydrofuran-3-one), OO (hydrogen peroxide), [OH-].[Li+] (lithium hydroxide). Solvent: CO (methanol). Reaction conditions: temperature 35 celsius, time 45 minute. Product: ClC1=CC=C(C=C1)C1=CC(=C(C=C1)C(F)(F)F)C1OC12C(OC(C2=O)(C)C)(C)C (2-(4′-chloro-4-trifluoromethylbiphenyl-3-yl)-4,4,6,6-tetramethyl-1,5-dioxaspiro[2.4]heptan-7-one). Yield: 99.6%. Reaction SMILES: [Cl:1][C:2]1[CH:7]=[CH:6][C:5]([C:8]2[CH:13]=[CH:12][C:11]([C:14]([F:17])([F:16])[F:15])=[C:10]([CH:18]=[C:19]3[C:23]([CH3:25])([CH3:24])[O:22][C:21]([CH3:27])([CH3:26])[C:20]3=[O:28])[CH:9]=2)=[CH:4][CH:3]=1.[OH:29]O.[OH-].[Li+]>CO>[Cl:1][C:2]1[CH:3]=[CH:4][C:5]([C:8]2[CH:13]=[CH:12][C:11]([C:14]([F:16])([F:17])[F:15])=[C:10]([CH:18]3[C:19]4([C:20](=[O:28])[C:21]([CH3:27])([CH3:26])[O:22][C:23]4([CH3:24])[CH3:25])[O:29]3)[CH:9]=2)=[CH:6][CH:7]=1 |f:2.3|. Procedure: To a solution of 4-[1-(4′-chloro-4-trifluoromethylbiphenyl-3-yl)methylidene]-2,2,5,5-tetramethyldihydrofuran-3-one (2.50 g, 6.12 mmol) in methanol (75 ml) at 35° C. is added 50% aqueous hydrogen peroxide solution (0.70 ml, 12.2 mmol), followed immediately by a solution of 2M aqueous lithium hydroxide (0.76 ml, 1.52 mmol). This mixture is stirred at 35° C. for 45 minutes, then allowed to cooled to room temperature and quenched with saturated sodium metabisulfite solution. The crude product is ext... Product: C(C)(C)(C)C1=C(C=CC=C1)N1CCN(CC1)C(=O)C1=CC=C(OCC(=O)OC)C=C1 (Methyl (4-{[4-(2-tert-butylphenyl)piperazin-1-yl]carbonyl}phenoxy)acetate). Run at temperature 50 celsius, time 16 hour. Procedure details: A mixture of 4-{[4-(2-tert-Butylphenyl)piperazin-1-yl]carbonyl}phenol obtained in Example 20 (1.0 g), methyl bromoacetate (542 mg), potassium carbonate (1.38 g), and N,N-dimethylformamide (30 mL) was stirred at 50° C. for 16 h. Water was added to the reaction solution, and the mixture was extracted with ethyl acetate. The ethyl acetate layer was washed with saturated brine, and dried over anhydrous magnesium sulfate. The solvent was evaporated under reduced pressure to provide the title compound... The reactants are C(C)(C)(C)C1=C(C=CC=C1)N1CCN(CC1)C(=O)C1=CC=C(C=C1)O (4-{[4-(2-tert-Butylphenyl)piperazin-1-yl]carbonyl}phenol), BrCC(=O)OC (methyl bromoacetate), C([O-])([O-])=O.[K+].[K+] (potassium carbonate), CN(C=O)C (N,N-dimethylformamide). Reaction SMILES: [C:1]([C:5]1[CH:10]=[CH:9][CH:8]=[CH:7][C:6]=1[N:11]1[CH2:16][CH2:15][N:14]([C:17]([C:19]2[CH:24]=[CH:23][C:22]([OH:25])=[CH:21][CH:20]=2)=[O:18])[CH2:13][CH2:12]1)([CH3:4])([CH3:3])[CH3:2].Br[CH2:27][C:28]([O:30][CH3:31])=[O:29].C(=O)([O-])[O-].[K+].[K+].CN(C)C=O>O>[C:1]([C:5]1[CH:10]=[CH:9][CH:8]=[CH:7][C:6]=1[N:11]1[CH2:12][CH2:13][N:14]([C:17]([C:19]2[CH:20]=[CH:21][C:22]([O:25][CH2:27][C:28]([O:30][CH3:31])=[O:29])=[CH:23][CH:24]=2)=[O:18])[CH2:15][CH2:16]1)([CH3:4])([CH3:2])[CH3:3] |f:2.3.4|. The yield is 35.5%. Solvent: O (Water). Starting materials: Brc1ccccc1, O=C([O-])[O-], CC(=O)O[Pd]OC(C)=O, C1COCCO1, COC(=O)c1cc(C2CCCN2)c2oc(N3CCOC(C)C3)cc(=O)c2c1, [Cs+], [Cs+]. Product: COC(=O)c1cc(C2CCCN2c2ccccc2)c2oc(N3CCOC(C)C3)cc(=O)c2c1. RXN SMILES: [Br:28][c:29]1[cH:30][cH:31][cH:32][cH:33][cH:34]1.[C:35](=[O:36])([O-:37])[O-:38].[C:47]([O:48][Pd:49][O:50][C:51](=[O:52])[CH3:53])(=[O:54])[CH3:55].[CH2:41]1[O:42][CH2:43][CH2:44][O:45][CH2:46]1.[CH3:1][CH:2]1[O:3][CH2:4][CH2:5][N:6]([c:8]2[o:9][c:10]3[c:11]([CH:23]4[NH:24][CH2:25][CH2:26][CH2:27]4)[cH:12][c:13]([C:19](=[O:20])[O:21][CH3:22])[cH:14][c:15]3[c:16](=[O:18])[cH:17]2)[CH2:7]1.[Cs+:39].[Cs+:40]>>[CH3:1][CH:2]1[O:3][CH2:4][CH2:5][N:6]([c:8]2[o:9][c:10]3[c:11]([CH:23]4[N:24]([c:29]5[cH:30][cH:31][cH:32][cH:33][cH:34]5)[CH2:25][CH2:26][CH2:27]4)[cH:12][c:13]([C:19](=[O:20])[O:21][CH3:22])[cH:14][c:15]3[c:16](=[O:18])[cH:17]2)[CH2:7]1. The reactants are COC(=O)c1ccc(COC2c3c(C)c(N4CCN(c5ccc(OC)cc5)CC4)c(C)c(C)c3OC2(C)C)cc1, CO, Cl, [Na+], [OH-]. Yields the product COc1ccc(N2CCN(c3c(C)c(C)c4c(c3C)C(OCc3ccc(C(=O)O)cc3)C(C)(C)O4)CC2)cc1. As a reaction SMILES: [CH3:1][O:2][c:3]1[cH:4][cH:5][c:6]([N:9]2[CH2:10][CH2:11][N:12]([c:15]3[c:16]([CH3:40])[c:17]([CH3:39])[c:18]4[c:19]([c:37]3[CH3:38])[CH:20]([O:25][CH2:26][c:27]3[cH:28][cH:29][c:30]([C:31](=[O:32])[O:33][CH3:34])[cH:35][cH:36]3)[C:21]([CH3:23])([CH3:24])[O:22]4)[CH2:13][CH2:14]2)[cH:7][cH:8]1.[CH3:44][OH:45].[ClH:43].[Na+:42].[OH-:41]>>[CH3:1][O:2][c:3]1[cH:4][cH:5][c:6]([N:9]2[CH2:10][CH2:11][N:12]([c:15]3[c:16]([CH3:40])[c:17]([CH3:39])[c:18]4[c:19]([c:37]3[CH3:38])[CH:20]([O:25][CH2:26][c:27]3[cH:28][cH:29][c:30]([C:31](=[O:32])[OH:33])[cH:35][cH:36]3)[C:21]([CH3:23])([CH3:24])[O:22]4)[CH2:13][CH2:14]2)[cH:7][cH:8]1.